Dataset: the Open Reaction Database (ORD), a public repository of structured organic reaction records. Task: describe an organic reaction: reactants, conditions, products, and yield Reactants: C(C)(C)(C)OC(=O)N1CC(CCC1)CO (3-hydroxymethyl-piperidine-1-carboxylic acid tert-butyl ester), [H-].[Na+] (sodium hydride), IC (iodomethane). Run in C(C)(=O)OCC (ethyl acetate), C1CCOC1 (THF). Conditions: time 18 hour. The product is C(C)(C)(C)OC(=O)N1CC(CCC1)COC (3-methoxymethyl-piperidine-1-carboxylic acid tert-butyl ester). As a reaction SMILES: [C:1]([O:5][C:6]([N:8]1[CH2:13][CH2:12][CH2:11][CH:10]([CH2:14][OH:15])[CH2:9]1)=[O:7])([CH3:4])([CH3:3])[CH3:2].[H-].[Na+].I[CH3:19]>C1COCC1.C(OCC)(=O)C>[C:1]([O:5][C:6]([N:8]1[CH2:13][CH2:12][CH2:11][CH:10]([CH2:14][O:15][CH3:19])[CH2:9]1)=[O:7])([CH3:4])([CH3:3])[CH3:2] |f:1.2|. Procedure: To a suspension of lithium aluminium hydride (1.41 g) in THF (15 mL) at 0° C. was added piperidine-1,3-dicarboxylic acid 1-tent-butyl ester 3-methyl ester as a solution in THF (10 mL) and the mixture stirred at room temperature for 3 h. The reaction was cooled to 0° C. and quenched by addition of aqueous ammonium chloride and the mixture filtered through celite. The filtrate was diluted with ethyl acetate, washed with water, separated and dried (MgSO4). The solvent was evaporated to give 3-hydro... Product: O=C(OCC1CCCCO1)n1ccnc1. As a reaction SMILES: [O:1]1[CH:2]([CH2:7][OH:8])[CH2:3][CH2:4][CH2:5][CH2:6]1.[n:9]1([C:14](=[O:15])[n:16]2[cH:17][cH:18][n:19][cH:20]2)[cH:10][n:11][cH:12][cH:13]1>>[O:1]1[CH:2]([CH2:7][O:8][C:14]([n:9]2[cH:10][n:11][cH:12][cH:13]2)=[O:15])[CH2:3][CH2:4][CH2:5][CH2:6]1. The reactants are OCC1CCCCO1, O=C(n1ccnc1)n1ccnc1. Reactants: COC(=O)c1nccn2cc(-c3ccc(F)cc3)nc12, ClCCl, Cl, [Na+], O=C([O-])O, O. Product: Fc1ccc(-c2cn3ccncc3n2)cc1. As a reaction SMILES: [CH3:1][O:2][C:3](=[O:4])[c:5]1[c:6]2[n:7]([cH:8][cH:9][n:10]1)[cH:11][c:12](-[c:14]1[cH:15][cH:16][c:17]([F:20])[cH:18][cH:19]1)[n:13]2.[Cl:27][CH2:28][Cl:29].[ClH:21].[Na+:26].[O-:22][C:23]([OH:24])=[O:25].[OH2:30]>>[cH:5]1[c:6]2[n:7]([cH:8][cH:9][n:10]1)[cH:11][c:12](-[c:14]1[cH:15][cH:16][c:17]([F:20])[cH:18][cH:19]1)[n:13]2.